This data is from the Open Reaction Database (ORD), a public repository of structured organic reaction records. The task is: describe an organic reaction: reactants, conditions, products, and yield Starting materials: [BH3-]C#N, C=O, CC(C)=O, ClCCl, CC(C)S(=O)(=O)CC1CC(N)CCC1N1CCC(NC(=O)OCc2ccccc2)C1=O, [Na+]. Yields the product CC(C)N(C)C1CCC(N2CCC(NC(=O)OCc3ccccc3)C2=O)C(CS(=O)(=O)C(C)C)C1. RXN SMILES: [C:36]([BH3-:37])#[N:38].[CH2:40]=[O:41].[CH3:32][C:33]([CH3:34])=[O:35].[Cl:42][CH2:43][Cl:44].[NH2:1][CH:2]1[CH2:3][CH:4]([CH2:25][S:26](=[O:27])(=[O:28])[CH:29]([CH3:30])[CH3:31])[CH:5]([N:8]2[C:9](=[O:24])[CH:10]([NH:13][C:14]([O:15][CH2:16][c:17]3[cH:18][cH:19][cH:20][cH:21][cH:22]3)=[O:23])[CH2:11][CH2:12]2)[CH2:6][CH2:7]1.[Na+:39]>>[N:1]([CH:2]1[CH2:3][CH:4]([CH2:25][S:26](=[O:27])(=[O:28])[CH:29]([CH3:30])[CH3:31])[CH:5]([N:8]2[C:9](=[O:24])[CH:10]([NH:13][C:14]([O:15][CH2:16][c:17]3[cH:18][cH:19][cH:20][cH:21][cH:22]3)=[O:23])[CH2:11][CH2:12]2)[CH2:6][CH2:7]1)([CH:33]([CH3:32])[CH3:34])[CH3:36]. The reactants are C1(=CC=CC=C1)/C=C/C=1CCNCC1 ((E)-4-(2-phenylethenyl)-1,2,3,6-tetrahydropyridine), CN(C)CC1=CNC2=NC=CC=C21 (3-dimethylaminomethyl-1H-pyrrolo[2,3-b]pyridine). Run in C1(=CC=CC=C1)C (toluene). The product is C1(=CC=CC=C1)/C=C/C=1CCN(CC1)CC1=CNC2=NC=CC=C21 ((E)-3-(4-[2-Phenylethenyl]-1,2,3,6-tetrahydropyridin-1-yl)methyl-1H-pyrrolo[2,3-b]pyridine). Isolated yield 56.5%. As a reaction SMILES: [C:1]1(/[CH:7]=[CH:8]/[C:9]2[CH2:10][CH2:11][NH:12][CH2:13][CH:14]=2)[CH:6]=[CH:5][CH:4]=[CH:3][CH:2]=1.CN([CH2:18][C:19]1[C:27]2[C:22](=[N:23][CH:24]=[CH:25][CH:26]=2)[NH:21][CH:20]=1)C>C1(C)C=CC=CC=1>[C:1]1(/[CH:7]=[CH:8]/[C:9]2[CH2:14][CH2:13][N:12]([CH2:18][C:19]3[C:27]4[C:22](=[N:23][CH:24]=[CH:25][CH:26]=4)[NH:21][CH:20]=3)[CH2:11][CH:10]=2)[CH:6]=[CH:5][CH:4]=[CH:3][CH:2]=1. Procedure: A solution of (E)-4-(2-phenylethenyl)-1,2,3,6-tetrahydropyridine (204 mg, 1.1 mmol) and 3-dimethylaminomethyl-1H-pyrrolo[2,3-b]pyridine (192 mg, 1.1 mmol) [prepared by the method of M. M. Robison and B. L. Robison, J. Am. Chem. Soc.,1955, 77, 457] in toluene (15 ml) was stirred under reflux for 24 h. The hot solution was filtered and the filtrate allowed to cool, giving the title compound (196 mg, 55%) as a pale brown solid, m.p. 210°-212° C.; (Found: C, 80.43; H, 6.45; N, 13.18. C21 H21N3O. 0.1... The reactants are N (ammonia), ethyl ester, CC(C1=CC=C(C=C1)Cl)=NOCCC(=O)O (3[(α-methyl-4-chlorobenzylidene amino)oxy] propionic acid). Run in CO (methanol). Reaction conditions: temperature 70 celsius. Yields the product CC(C1=CC=C(C=C1)Cl)=NOCCC(=O)N (3-[(α-methyl-4-chlorobenzylidene amino)oxy] propionamide). Reaction SMILES: [CH3:1][C:2](=[N:10][O:11][CH2:12][CH2:13][C:14]([OH:16])=O)[C:3]1[CH:8]=[CH:7][C:6]([Cl:9])=[CH:5][CH:4]=1.[NH3:17]>CO>[CH3:1][C:2](=[N:10][O:11][CH2:12][CH2:13][C:14]([NH2:17])=[O:16])[C:3]1[CH:8]=[CH:7][C:6]([Cl:9])=[CH:5][CH:4]=1. Procedure: 15.6 g of the ethyl ester of 3[(α-methyl-4-chlorobenzylidene amino)oxy] propionic acid obtained by the method described in Example 13 was dissolved in 100 ml of methanol saturated with ammonia at 25° C. This solution was heated at 70° C. in an autoclave for 7 hours. It was then concentrated by evaporation in a vacuum at 40° C. and the semisolid residue was dissolved by means of 200 ml of diethyl ether, 100 ml of benzene, 200 ml of chloroform and 200 ml of methylene chloride. The resulting soluti...